The task is: describe an organic reaction: reactants, conditions, products, and yield. This data is from the Open Reaction Database (ORD), a public repository of structured organic reaction records. The reactants are C(#N)CCC1=C(N=C(N1)C1=CC=C(C=C1)F)C1=C(C=CC=C1)OC (5-(2-cyanoethyl)-2-(4-fluorophenyl)-4-(2-methoxyphenyl)imidazole), B(Br)(Br)Br (boron tribromide), ClCCl (dichloromethane), C(O)([O-])=O.[Na+] (sodium hydrogen carbonate). Run at time 8 hour. Yields the product Cl.C(#N)CCC1=C(N=C(N1)C1=CC=C(C=C1)F)C1=C(C=CC=C1)O (5-(2-cyanoethyl)-2-(4-fluorophenyl)-4-(2-hydroxyphenyl)-imidazole hydrochloride). As a reaction SMILES: [C:1]([CH2:3][CH2:4][C:5]1[NH:9][C:8]([C:10]2[CH:15]=[CH:14][C:13]([F:16])=[CH:12][CH:11]=2)=[N:7][C:6]=1[C:17]1[CH:22]=[CH:21][CH:20]=[CH:19][C:18]=1[O:23]C)#[N:2].B(Br)(Br)Br.C(=O)([O-])O.[Na+].[Cl:34]CCl>>[ClH:34].[C:1]([CH2:3][CH2:4][C:5]1[NH:9][C:8]([C:10]2[CH:11]=[CH:12][C:13]([F:16])=[CH:14][CH:15]=2)=[N:7][C:6]=1[C:17]1[CH:22]=[CH:21][CH:20]=[CH:19][C:18]=1[OH:23])#[N:2] |f:2.3,5.6|. Reported procedure: To a solution of 5-(2-cyanoethyl)-2-(4-fluorophenyl)-4-(2-methoxyphenyl)imidazole (40 mg) in dichloromethane (10 ml) was added dropwise boron tribromide (94 mg) under ice-cooling, and the mixture was stirred at room temperature overnight. To the reaction mixture was added dropwise a saturated aqueous sodium hydrogen carbonate solution under ice-cooling, and then, the mixture was extracted with chloroform. The organic layer was dried over anhydrous sodium sulfate, and the solvent was removed unde...